From a dataset of the Open Reaction Database (ORD), a public repository of structured organic reaction records. describe an organic reaction: reactants, conditions, products, and yield Reactants: NC1=C(C(=O)NC2=CC=C(C=C2)C(C(F)(F)F)(F)F)C=CC=N1 (2-Amino-N-(4-pentafluoroethyl-phenyl)-nicotinamide), N1=CN=C(C=C1)C=O (pyrimidine-4-carboxaldehyde), [BH4-].[Na+] (NaBH4). The solvent is CS(=O)C (DMSO). Reaction conditions: time 2 hour. Product: FC(C(F)(F)F)(C1=CC=C(C=C1)NC(C1=C(N=CC=C1)NCC1=NC=NC=C1)=O)F (N-(4-Pentafluoroethyl-phenyl)-2-[(pyrimidin-4-ylmethyl)-amino]-nicotinamide). Reaction SMILES: [NH2:1][C:2]1[N:23]=[CH:22][CH:21]=[CH:20][C:3]=1[C:4]([NH:6][C:7]1[CH:12]=[CH:11][C:10]([C:13]([F:19])([F:18])[C:14]([F:17])([F:16])[F:15])=[CH:9][CH:8]=1)=[O:5].[N:24]1[CH:29]=[CH:28][C:27]([CH:30]=O)=[N:26][CH:25]=1.[BH4-].[Na+]>CS(C)=O>[F:19][C:13]([F:18])([C:10]1[CH:11]=[CH:12][C:7]([NH:6][C:4](=[O:5])[C:3]2[CH:20]=[CH:21][CH:22]=[N:23][C:2]=2[NH:1][CH2:30][C:27]2[CH:28]=[CH:29][N:24]=[CH:25][N:26]=2)=[CH:8][CH:9]=1)[C:14]([F:15])([F:16])[F:17] |f:2.3|. Procedure details: 2-Amino-N-(4-pentafluoroethyl-phenyl)-nicotinamide (180 mg), TSOH (40 mg) and a solution of pyrimidine-4-carboxaldehyde in DMSO (10 ml) were stirred at 60 C for 6 h. Treated with NaBH4 (200 mg) and stirred for 2 h at RT. MS (ES+): 566.3 (M+H)+; Calc'd for C26H28F5N7O2−565. The reactants are [BH4-], CN(C)C=O, O=Cc1c(-c2ccc(Cl)cc2)nn(-c2ccccc2)c1Cl, [Na+], O. Product: OCc1c(-c2ccc(Cl)cc2)nn(-c2ccccc2)c1Cl. As a reaction SMILES: [BH4-:1].[CH3:24][N:25]([CH3:26])[CH:27]=[O:28].[Cl:3][c:4]1[c:5]([CH:22]=[O:23])[c:6](-[c:15]2[cH:16][cH:17][c:18]([Cl:21])[cH:19][cH:20]2)[n:7][n:8]1-[c:9]1[cH:10][cH:11][cH:12][cH:13][cH:14]1.[Na+:2].[OH2:29]>>[Cl:3][c:4]1[c:5]([CH2:22][OH:23])[c:6](-[c:15]2[cH:16][cH:17][c:18]([Cl:21])[cH:19][cH:20]2)[n:7][n:8]1-[c:9]1[cH:10][cH:11][cH:12][cH:13][cH:14]1. Reactants: NCc1ccccc1, ClCCl, COc1ccc(C(=O)Nc2cc3c(cc2[N+](=O)[O-])N(C(=O)Oc2ccc([N+](=O)[O-])cc2)C(=O)C3(C)C)cc1. Yields the product COc1ccc(C(=O)Nc2cc3c(cc2[N+](=O)[O-])N(C(=O)NCc2ccccc2)C(=O)C3(C)C)cc1. Reaction SMILES: [CH2:39]([c:40]1[cH:41][cH:42][cH:43][cH:44][cH:45]1)[NH2:46].[Cl:47][CH2:48][Cl:49].[N+:1]([c:2]1[cH:3][cH:4][c:5]([O:10][C:11](=[O:6])[N:13]2[C:14](=[O:38])[C:15]([CH3:36])([CH3:37])[c:16]3[cH:17][c:18]([NH:25][C:26]([c:27]4[cH:28][cH:29][c:30]([O:33][CH3:34])[cH:31][cH:32]4)=[O:35])[c:19]([N+:22](=[O:23])[O-:24])[cH:20][c:21]32)[cH:7][cH:8]1)([O-:9])=[O:12]>>[O:10]=[C:11]([N:13]1[C:14](=[O:38])[C:15]([CH3:36])([CH3:37])[c:16]2[cH:17][c:18]([NH:25][C:26]([c:27]3[cH:28][cH:29][c:30]([O:33][CH3:34])[cH:31][cH:32]3)=[O:35])[c:19]([N+:22](=[O:23])[O-:24])[cH:20][c:21]21)[NH:46][CH2:39][c:40]1[cH:41][cH:42][cH:43][cH:44][cH:45]1. Reactants: C(C1=CC=CC=C1)OC(=O)N1CCC(CC1)CCCCC(=O)OCC (ethyl 5-(1-benzyloxycarbonyl-4-piperidyl)valerate), O1CCCC1 (tetrahydrofuran), [BH4-].[Na+] (sodium borohydride). The solvent is CO (methanol). Yields the product C(C1=CC=CC=C1)OC(=O)N1CCC(CC1)CCCCCO (5-(1-benzyloxycarbonyl-4-piperidyl)pentanol). The yield is 97.6%. RXN SMILES: [CH2:1]([O:8][C:9]([N:11]1[CH2:16][CH2:15][CH:14]([CH2:17][CH2:18][CH2:19][CH2:20][C:21](OCC)=[O:22])[CH2:13][CH2:12]1)=[O:10])[C:2]1[CH:7]=[CH:6][CH:5]=[CH:4][CH:3]=1.O1CCCC1.[BH4-].[Na+]>CO>[CH2:1]([O:8][C:9]([N:11]1[CH2:16][CH2:15][CH:14]([CH2:17][CH2:18][CH2:19][CH2:20][CH2:21][OH:22])[CH2:13][CH2:12]1)=[O:10])[C:2]1[CH:7]=[CH:6][CH:5]=[CH:4][CH:3]=1 |f:2.3|. Reported procedure: To a stirred mixture of ethyl 5-(1-benzyloxycarbonyl-4-piperidyl)valerate (26.8 g), tetrahydrofuran (200 ml) and sodium borohydride (13.4 g) is added dropwise methanol (40 ml) for 1.5 hours at 70°-80° C. After the addition is complete, the mixture is refluxed for 2 hours with stirring. After evaporation of solvent, the residue is diluted with water (300 ml) and extracted with ethyl acetate (300 ml). The extract is washed successively with 1N hydrochloric acid and water, dried over anhydrous magn... Reactants: COC1=CC=C(CN(C2=NC=C(C=N2)C=2C3=C(N=C(N2)N2CCOCC2)NCC3)CC3=CC=C(C=C3)OC)C=C1 (Bis-(4-methoxy-benzyl)-[5-(2-morpholin-4-yl-6,7-dihydro-5H-pyrrolo[2,3-d]pyrimidin-4-yl)-pyrimidin-2-yl]-amine), COC=1C=CC=C(C1C=2C=CC=CC2P(C3CCCCC3)C4CCCCC4)OC (S-Phos), C(C)(C)(C)NC(C1=NC=CC(=C1)Cl)=O (4-chloropicolinic acid t-butylamide), P(=O)([O-])([O-])[O-].[K+].[K+].[K+] (potassium phosphate). Reagents/catalysts: C(C)(=O)[O-].[Pd+2].C(C)(=O)[O-] (palladium acetate). Solvent: CN(C=O)C (dimethylformamide), O (water). Yields the product C(C)(C)(C)NC(=O)C1=NC=CC(=C1)N1CCC2=C1N=C(N=C2C=2C=NC(=NC2)N(CC2=CC=C(C=C2)OC)CC2=CC=C(C=C2)OC)N2CCOCC2 (4-(4-{2-[bis-(4-methoxy-benzyl)-amino]-pyrimidin-5-yl}-2-morpholin-4-yl-5,6-dihydro-pyrrolo[2,3-d]pyrimidin-7-yl)-pyridine-2-carboxylic acid tert-butylamide). The yield is 40.9%. Reaction SMILES: [CH3:1][O:2][C:3]1[CH:40]=[CH:39][C:6]([CH2:7][N:8]([CH2:30][C:31]2[CH:36]=[CH:35][C:34]([O:37][CH3:38])=[CH:33][CH:32]=2)[C:9]2[N:14]=[CH:13][C:12]([C:15]3[C:16]4[CH2:29][CH2:28][NH:27][C:17]=4[N:18]=[C:19]([N:21]4[CH2:26][CH2:25][O:24][CH2:23][CH2:22]4)[N:20]=3)=[CH:11][N:10]=2)=[CH:5][CH:4]=1.COC1C=CC=C(OC)C=1C1C=CC=CC=1P(C1CCCCC1)C1CCCCC1.[C:70]([NH:74][C:75](=[O:83])[C:76]1[CH:81]=[C:80](Cl)[CH:79]=[CH:78][N:77]=1)([CH3:73])([CH3:72])[CH3:71].P([O-])([O-])([O-])=O.[K+].[K+].[K+]>CN(C)C=O.O.C([O-])(=O)C.[Pd+2].C([O-])(=O)C>[C:70]([NH:74][C:75]([C:76]1[CH:81]=[C:80]([N:27]2[C:17]3[N:18]=[C:19]([N:21]4[CH2:26][CH2:25][O:24][CH2:23][CH2:22]4)[N:20]=[C:15]([C:12]4[CH:11]=[N:10][C:9]([N:8]([CH2:7][C:6]5[CH:5]=[CH:4][C:3]([O:2][CH3:1])=[CH:40][CH:39]=5)[CH2:30][C:31]5[CH:32]=[CH:33][C:34]([O:37][CH3:38])=[CH:35][CH:36]=5)=[N:14][CH:13]=4)[C:16]=3[CH2:29][CH2:28]2)[CH:79]=[CH:78][N:77]=1)=[O:83])([CH3:73])([CH3:71])[CH3:72] |f:3.4.5.6,9.10.11|. Reported procedure: Bis-(4-methoxy-benzyl)-[5-(2-morpholin-4-yl-6,7-dihydro-5H-pyrrolo[2,3-d]pyrimidin-4-yl)-pyrimidin-2-yl]-amine (81 mg), palladium acetate (1.7 mg), S-Phos (6.2 mg), 4-chloropicolinic acid t-butylamide (64 mg) and potassium phosphate (64 mg) were stirred in dimethylformamide (1.5 ml) under an argon atmosphere at 100° C. for 2 days. The reaction mixture was cooled to room temperature, and subsequently diluted with water (20 ml), followed by extraction with ethyl acetate (10 ml). The organic layer ... Reactants: ClCCC1=C(N=C2N(C1=O)C=CS2)C (6-(2-chloroethyl)-7-methyl-5H-thiazolo[3,2-a]pyrimidin-5-one), FC1=CC=C(C=C1)C(=C1CCNCC1)C1=CC=C(C=C1)F (4-[bis(4-fluorophenyl)methylene]piperidine), C([O-])([O-])=O.[Na+].[Na+] (sodium carbonate), [I-].[K+] (potassium iodide). Run in CC(CC(C)=O)C (4-methyl-2-pentanone), O (water). Product: FC1=CC=C(C=C1)C(=C1CCN(CC1)CCC1=C(N=C2N(C1=O)C=CS2)C)C2=CC=C(C=C2)F (6-[2-[4-[bis(4-fluorophenyl)methylene]-1-piperidinyl]ethyl]-7-methyl-5H-thiazolo[3,2-a]pyrimidin-5-one). RXN SMILES: Cl[CH2:2][CH2:3][C:4]1[C:9](=[O:10])[N:8]2[CH:11]=[CH:12][S:13][C:7]2=[N:6][C:5]=1[CH3:14].[F:15][C:16]1[CH:21]=[CH:20][C:19]([C:22]([C:29]2[CH:34]=[CH:33][C:32]([F:35])=[CH:31][CH:30]=2)=[C:23]2[CH2:28][CH2:27][NH:26][CH2:25][CH2:24]2)=[CH:18][CH:17]=1.C(=O)([O-])[O-].[Na+].[Na+].[I-].[K+]>O.CC(C)CC(=O)C>[F:35][C:32]1[CH:33]=[CH:34][C:29]([C:22]([C:19]2[CH:18]=[CH:17][C:16]([F:15])=[CH:21][CH:20]=2)=[C:23]2[CH2:28][CH2:27][N:26]([CH2:2][CH2:3][C:4]3[C:9](=[O:10])[N:8]4[CH:11]=[CH:12][S:13][C:7]4=[N:6][C:5]=3[CH3:14])[CH2:25][CH2:24]2)=[CH:30][CH:31]=1 |f:2.3.4,5.6|. Procedure: A mixture of 3.8 parts of 6-(2-chloroethyl)-7-methyl-5H-thiazolo[3,2-a]pyrimidin-5-one, 3.5 parts of 4-[bis(4-fluorophenyl)methylene]piperidine, 10 parts of sodium carbonate, 0.1 parts of potassium iodide and 240 parts of 4-methyl-2-pentanone was stirred and refluxed for 20 hours using a water-separator. The reaction mixture was filtered hot and the filtrate was evaporaed. The residue was purified by column-chromatography over silica gel using a mixture of trichloromethane and methanol (95:5 by ...